Dataset: the Open Reaction Database (ORD), a public repository of structured organic reaction records. Task: describe an organic reaction: reactants, conditions, products, and yield Starting materials: CCOC(OCC)c1cc(-c2ccc(C(=O)OC)cc2)no1, CC(C)O, NN. The product is CCOC(OCC)c1cc(-c2ccc(C(=O)NN)cc2)no1. Reaction SMILES: [CH3:1][O:2][C:3]([c:4]1[cH:5][cH:6][c:7](-[c:10]2[n:11][o:12][c:13]([CH:15]([O:16][CH2:17][CH3:18])[O:19][CH2:20][CH3:21])[cH:14]2)[cH:8][cH:9]1)=[O:22].[CH:25]([OH:26])([CH3:27])[CH3:28].[NH2:23][NH2:24]>>[O:2]=[C:3]([c:4]1[cH:5][cH:6][c:7](-[c:10]2[n:11][o:12][c:13]([CH:15]([O:16][CH2:17][CH3:18])[O:19][CH2:20][CH3:21])[cH:14]2)[cH:8][cH:9]1)[NH:23][NH2:24]. As a reaction SMILES: [CH3:40][OH:41].[CH:1]12[N:2]([c:8]3[n:9][c:10](-[c:17]4[cH:18][c:19]([NH:23][CH:24]([CH3:25])[c:26]5[cH:27][cH:28][cH:29][cH:30][cH:31]5)[n:20][cH:21][cH:22]4)[cH:11][c:12]4[n:13]3[cH:14][cH:15][n:16]4)[CH2:3][CH:4]([NH:5][CH2:6]1)[CH2:7]2.[CH:32](=[O:33])[c:34]1[cH:35][cH:36][cH:37][cH:38][cH:39]1.[CH:42]([Cl:43])([Cl:44])[Cl:45].[Cl:46][CH2:47][Cl:48]>>[CH:1]12[N:2]([c:8]3[n:9][c:10](-[c:17]4[cH:18][c:19]([NH:23][CH:24]([CH3:25])[c:26]5[cH:27][cH:28][cH:29][cH:30][cH:31]5)[n:20][cH:21][cH:22]4)[cH:11][c:12]4[n:13]3[cH:14][cH:15][n:16]4)[CH2:3][CH:4]([N:5]([CH2:32][c:34]3[cH:35][cH:36][cH:37][cH:38][cH:39]3)[CH2:6]1)[CH2:7]2. Yields the product CC(Nc1cc(-c2cc3nccn3c(N3CC4CC3CN4Cc3ccccc3)n2)ccn1)c1ccccc1. The reactants are CO, CC(Nc1cc(-c2cc3nccn3c(N3CC4CC3CN4)n2)ccn1)c1ccccc1, O=Cc1ccccc1, ClC(Cl)Cl, ClCCl. The reactants are solution, C(C)(C)NC(C)C.[Li] (lithium diisopropylamine), N1(CCC1)C1=NC(=NC2=NC(=C(N=C12)Cl)Cl)Cl (4-azetidin-1-yl-2,6,7-trichloro-pteridine), O (water), O[C@H]1COCC1 ((R)-3-hydroxytetrahydrofuran). Run in O1CCCC1 (tetrahydrofuran), O1CCCC1 (tetrahydrofuran), O1CCCC1 (tetrahydrofuran). Conditions: temperature -10 celsius, time 30 minute. The product is N1(CCC1)C1=NC(=NC2=NC(=C(N=C12)Cl)O[C@H]1COCC1)Cl ((R)-4-azetidin-1-yl-2,6-dichloro-7-(tetrahydrofuran-3-yl-oxy)-pteridine). The yield is 61.4%. RXN SMILES: [OH:1][C@@H:2]1[CH2:6][CH2:5][O:4][CH2:3]1.C(NC(C)C)(C)C.[Li].[N:15]1([C:19]2[C:28]3[C:23](=[N:24][C:25](Cl)=[C:26]([Cl:29])[N:27]=3)[N:22]=[C:21]([Cl:31])[N:20]=2)[CH2:18][CH2:17][CH2:16]1.O>O1CCCC1>[N:15]1([C:19]2[C:28]3[C:23](=[N:24][C:25]([O:1][C@@H:2]4[CH2:6][CH2:5][O:4][CH2:3]4)=[C:26]([Cl:29])[N:27]=3)[N:22]=[C:21]([Cl:31])[N:20]=2)[CH2:18][CH2:17][CH2:16]1 |f:1.2,^1:13|. Procedure: a)+b) 111 μl (1.38 mmol) (R)-3-hydroxytetrahydrofuran are dissolved in 5 ml of tetrahydrofuran and under protective gas at −10° C. mixed with 688 μl (1.38 mmol) of a 2 molar solution of lithium diisopropylamine in tetrahydrofuran. The mixture is stirred for 30 minutes at −10° C., then for one hour at ambient temperature. The mixture is cooled to −10° C. again and combined with a suspension of 400 mg (1.38 mmol) 4-azetidin-1-yl-2,6,7-trichloro-pteridine in 10 ml of tetrahydrofuran. The mixture is... Reactants: O=C([O-])[O-], BrCC=Cc1ccccc1, COCc1c(C(=O)OC(C)C)ncc2[nH]c3cccc(OCc4ccccc4)c3c12, CN(C)C=O, [Cs+], [Cs+]. Yields the product COCc1c(C(=O)OC(C)C)ncc2c1c1c(OCc3ccccc3)cccc1n2C(=O)C=Cc1ccccc1. RXN SMILES: [C:41]([O-:42])(=[O:43])[O-:44].[CH2:31]([CH:32]=[CH:33][c:34]1[cH:35][cH:36][cH:37][cH:38][cH:39]1)[Br:40].[CH3:1][CH:2]([CH3:3])[O:4][C:5](=[O:6])[c:7]1[c:8]([CH2:28][O:29][CH3:30])[c:9]2[c:10]([nH:11][c:12]3[cH:13][cH:14][cH:15][c:16]([O:18][CH2:19][c:20]4[cH:21][cH:22][cH:23][cH:24][cH:25]4)[c:17]23)[cH:26][n:27]1.[CH3:47][N:48]([CH3:49])[CH:50]=[O:51].[Cs+:45].[Cs+:46]>>[CH3:1][CH:2]([CH3:3])[O:4][C:5](=[O:6])[c:7]1[c:8]([CH2:28][O:29][CH3:30])[c:9]2[c:10]([n:11]([C:31]([CH:32]=[CH:33][c:34]3[cH:35][cH:36][cH:37][cH:38][cH:39]3)=[O:42])[c:12]3[cH:13][cH:14][cH:15][c:16]([O:18][CH2:19][c:20]4[cH:21][cH:22][cH:23][cH:24][cH:25]4)[c:17]23)[cH:26][n:27]1. Starting materials: NC1=C(NC(N(C1=O)[C@H]1[C@H](OC(C2=CC=CC=C2)=O)[C@H](OC(C2=CC=CC=C2)=O)[C@H](O1)COC(C1=CC=CC=C1)=O)=O)N (5-Amino-1-(2′,3′,5′-Tri-O-benzoyl-β-D-ribofuranosyl)-6-oxocytosine), CC=1C=CC(=CC1)S(=O)(=O)O (TsOH). The solvent is C(C)OC(OCC)OCC (triethylorthoformate). Run at time 24 hour. Yields the product C(C1=CC=CC=C1)(=O)O[C@H]1[C@@H](O[C@@H]([C@H]1OC(C1=CC=CC=C1)=O)COC(C1=CC=CC=C1)=O)N1C(=O)NC=2N=CNC2C1=O (1-(2′,3′,5′-Tri-O-benzoyl-β-D-ribofuranosyl)xanthine). The yield is 50.0%. RXN SMILES: [NH2:1][C:2]1[C:7](=[O:8])[N:6]([C@@H:9]2[O:31][C@H:30]([CH2:32][O:33][C:34](=[O:41])[C:35]3[CH:40]=[CH:39][CH:38]=[CH:37][CH:36]=3)[C@@H:20]([O:21][C:22](=[O:29])[C:23]3[CH:28]=[CH:27][CH:26]=[CH:25][CH:24]=3)[C@H:10]2[O:11][C:12](=[O:19])[C:13]2[CH:18]=[CH:17][CH:16]=[CH:15][CH:14]=2)[C:5](=[O:42])[NH:4][C:3]=1[NH2:43].[CH3:44]C1C=CC(S(O)(=O)=O)=CC=1>C(OC(OCC)OCC)C>[C:12]([O:11][C@@H:10]1[C@H:20]([O:21][C:22](=[O:29])[C:23]2[CH:24]=[CH:25][CH:26]=[CH:27][CH:28]=2)[C@@H:30]([CH2:32][O:33][C:34](=[O:41])[C:35]2[CH:40]=[CH:39][CH:38]=[CH:37][CH:36]=2)[O:31][C@H:9]1[N:6]1[C:7](=[O:8])[C:2]2[NH:1][CH:44]=[N:43][C:3]=2[NH:4][C:5]1=[O:42])(=[O:19])[C:13]1[CH:14]=[CH:15][CH:16]=[CH:17][CH:18]=1. Procedure: A mixture of 50 (4.30 g, 7.33 mmol), TsOH (catalytic amount), and triethylorthoformate (90 mL) was stirred at room temperature for 24 hr, concentrated, and the residue purified on a silica gel column (CHCl3:MeOH=30:1 v/v) to give compound 51 (2.20 g, 50%).